Dataset: the Open Reaction Database (ORD), a public repository of structured organic reaction records. Task: describe an organic reaction: reactants, conditions, products, and yield Starting materials: CCOC(=O)c1cnc(NC(=O)OC(C)(C)C)s1, C1CCOC1, [H-], CI, [Na+], [Na+], [OH-], O. Product: CCOC(=O)c1cnc(N(C)C(=O)OC(C)(C)C)s1. Reaction SMILES: [C:3]([CH3:4])([CH3:5])([CH3:6])[O:7][C:8](=[O:9])[NH:10][c:11]1[s:12][c:13]([C:16](=[O:17])[O:18][CH2:19][CH3:20])[cH:14][n:15]1.[CH2:25]1[O:26][CH2:27][CH2:28][CH2:29]1.[H-:1].[I:21][CH3:22].[Na+:24].[Na+:2].[OH-:23].[OH2:30]>>[C:3]([CH3:4])([CH3:5])([CH3:6])[O:7][C:8](=[O:9])[N:10]([c:11]1[s:12][c:13]([C:16](=[O:17])[O:18][CH2:19][CH3:20])[cH:14][n:15]1)[CH3:22]. The reactants are ClC=1C=C(C=NC1Cl)C(=O)ON=C(N)C=1C=2C=CNC2C=CC1 (N2-{[(5,6-Dichloropyridin-3-yl)carbonyl]oxy}-1H-indole-4-carboxamidine). Solvent: O1CCOCC1 (dioxane). Product: ClC=1C=C(C=NC1Cl)C1=NC(=NO1)C1=C2C=CNC2=CC=C1 (4-[5-(5,6-dichloropyridin-3-yl)-1,2,4-oxadiazol-3-yl]-1H-indole). Isolated yield 79.5%. As a reaction SMILES: [Cl:1][C:2]1[CH:3]=[C:4]([C:9]([O:11][N:12]=[C:13]([C:15]2[C:16]3[CH:17]=[CH:18][NH:19][C:20]=3[CH:21]=[CH:22][CH:23]=2)[NH2:14])=O)[CH:5]=[N:6][C:7]=1[Cl:8]>O1CCOCC1>[Cl:1][C:2]1[CH:3]=[C:4]([C:9]2[O:11][N:12]=[C:13]([C:15]3[CH:23]=[CH:22][CH:21]=[C:20]4[C:16]=3[CH:17]=[CH:18][NH:19]4)[N:14]=2)[CH:5]=[N:6][C:7]=1[Cl:8]. Procedure: N2-{[(5,6-Dichloropyridin-3-yl)carbonyl]oxy}-1H-indole-4-carboxamidine (1.91 g) was added to dioxane (40 ml), followed by heating under reflux for 5 hours. It was concentrated under reduced pressure, and then purified by silica gel column chromatography (EtOAc). To the obtained solid was added acetone, followed by suspension under heating. After being left to be cooled, the insolubles was collected by filtration to obtain 4-[5-(5,6-dichloropyridin-3-yl)-1,2,4-oxadiazol-3-yl]-1H-indole (1.44 g) a... Starting materials: C=C(C)C(O)CCC(C)CCO, CC(CC=CC(C)(C)O)CCO. Product: CC(C)=CCCC(C)CCO. As a reaction SMILES: [CH3:13][CH:14]([CH2:15][CH2:16][CH:17]([OH:18])[C:19]([CH3:20])=[CH2:21])[CH2:22][CH2:23][OH:24].[CH3:1][CH:2]([CH2:3][CH2:4][OH:5])[CH2:6][CH:7]=[CH:8][C:9]([CH3:10])([OH:11])[CH3:12]>>[CH3:1][CH:2]([CH2:3][CH2:4][OH:5])[CH2:6][CH2:7][CH:8]=[C:9]([CH3:10])[CH3:12]. The reactants are FC1=C(C(=CC=C1)F)CC#N (2,6-Difluorophenylacetonitrile), B (borane). Run in O1CCCC1 (tetrahydrofuran). Run at time 23 hour. Product: FC1=C(C(=CC=C1)F)CCN (2-(2,6-Difluorophenyl)ethylamine). Isolated yield 67.4%. As a reaction SMILES: [F:1][C:2]1[CH:7]=[CH:6][CH:5]=[C:4]([F:8])[C:3]=1[CH2:9][C:10]#[N:11].B>O1CCCC1>[F:1][C:2]1[CH:7]=[CH:6][CH:5]=[C:4]([F:8])[C:3]=1[CH2:9][CH2:10][NH2:11]. Procedure: 2,6-Difluorophenylacetonitrile (15.8 g, 100 mmol) was dissolved in tetrahydrofuran (75 mL) at room temperature. The solution was cooled in an ice bath and borane.THF complex (100mL, 100 mmol) was added dropwise over 15 minutes under nitrogen atmosphere. The ice bath was removed after borane addition was complete and the mixture was stirred at room temperature for 23 hours under nitrogen atmosphere. Saturated aqueous ammonium chloride solution (20 mL) was added dropwise with stirring over 30 minu... Starting materials: C(C)OC(=O)C1(CC1)C1=CC=C(C=C1)C1=CC=C(C=C1)C1=C(C(=NO1)C)C(C(C=C)(F)F)O (1-{4′-[4-(2,2-difluoro-1-hydroxy-but-3-enyl)-3-methyl-isoxazol-5-yl]-biphenyl-4-yl}-cyclopropanecarboxylic acid ethyl ester), IC1=CC=CC=C1 (iodobenzene). Yields the product C(C)OC(=O)C1(CC1)C1=CC=C(C=C1)C1=CC=C(C=C1)C1=C(C(=NO1)C)C(C(\C=C\C1=CC=CC=C1)(F)F)O (1-{4′-[4-((E)-2,2-Difluoro-1-hydroxy-4-phenyl-but-3-enyl)-3-methyl-isoxazol-5-yl]-biphenyl-4-yl}-cyclopropanecarboxylic acid ethyl ester). Reaction SMILES: [CH2:1]([O:3][C:4]([C:6]1([C:9]2[CH:14]=[CH:13][C:12]([C:15]3[CH:20]=[CH:19][C:18]([C:21]4[O:25][N:24]=[C:23]([CH3:26])[C:22]=4[CH:27]([OH:33])[C:28]([F:32])([F:31])[CH:29]=[CH2:30])=[CH:17][CH:16]=3)=[CH:11][CH:10]=2)[CH2:8][CH2:7]1)=[O:5])[CH3:2].I[C:35]1[CH:40]=[CH:39][CH:38]=[CH:37][CH:36]=1>>[CH2:1]([O:3][C:4]([C:6]1([C:9]2[CH:10]=[CH:11][C:12]([C:15]3[CH:20]=[CH:19][C:18]([C:21]4[O:25][N:24]=[C:23]([CH3:26])[C:22]=4[CH:27]([OH:33])[C:28]([F:32])([F:31])/[CH:29]=[CH:30]/[C:35]4[CH:40]=[CH:39][CH:38]=[CH:37][CH:36]=4)=[CH:17][CH:16]=3)=[CH:13][CH:14]=2)[CH2:7][CH2:8]1)=[O:5])[CH3:2]. Reported procedure: Prepared according to the procedure described in Example 59, Step 1, using 1-{4′-[4-(2,2-difluoro-1-hydroxy-but-3-enyl)-3-methyl-isoxazol-5-yl]-biphenyl-4-yl}-cyclopropanecarboxylic acid ethyl ester and iodobenzene.